This data is from the Open Reaction Database (ORD), a public repository of structured organic reaction records. The task is: describe an organic reaction: reactants, conditions, products, and yield Reactants: NC1=CC(=C(C(=O)NCC2CCN(CC2)CCCCCNCC2=CC=C(C=C2)C)C=C1Cl)OC (4-Amino-5-chloro-2-methoxy-N-((1-(5-(4-methylbenzylamino)pentyl)-piperidin-4-yl)methyl)benzamide), C(C)=O (acetaldehyde), C(#N)[BH3-].[Na+] (sodium cyanoborohydride). The product is NC1=CC(=C(C(=O)NCC2CCN(CC2)CCCCCN(CC2=CC=C(C=C2)C)CC)C=C1Cl)OC (4-amino-5-chloro-N-((1-(5-(N-ethyl-N-(4-methylbenzyl)amino)pentyl)piperidin-4-yl)-methyl)-2-methoxybenzamide). As a reaction SMILES: [NH2:1][C:2]1[C:31]([Cl:32])=[CH:30][C:5]([C:6]([NH:8][CH2:9][CH:10]2[CH2:15][CH2:14][N:13]([CH2:16][CH2:17][CH2:18][CH2:19][CH2:20][NH:21][CH2:22][C:23]3[CH:28]=[CH:27][C:26]([CH3:29])=[CH:25][CH:24]=3)[CH2:12][CH2:11]2)=[O:7])=[C:4]([O:33][CH3:34])[CH:3]=1.[CH:35](=O)[CH3:36].C([BH3-])#N.[Na+]>>[NH2:1][C:2]1[C:31]([Cl:32])=[CH:30][C:5]([C:6]([NH:8][CH2:9][CH:10]2[CH2:11][CH2:12][N:13]([CH2:16][CH2:17][CH2:18][CH2:19][CH2:20][N:21]([CH2:35][CH3:36])[CH2:22][C:23]3[CH:24]=[CH:25][C:26]([CH3:29])=[CH:27][CH:28]=3)[CH2:14][CH2:15]2)=[O:7])=[C:4]([O:33][CH3:34])[CH:3]=1 |f:2.3|. Reported procedure: 4-Amino-5-chloro-2-methoxy-N-((1-(5-(4-methylbenzylamino)pentyl)-piperidin-4-yl)methyl)benzamide (1.5 g) as starting compound, acetaldehyde (0.22 ml) and sodium cyanoborohydride (0.25 g) were reacted and treated in the same manner as in Example 136 to give 0.7 g of 4-amino-5-chloro-N-((1-(5-(N-ethyl-N-(4-methylbenzyl)amino)pentyl)piperidin-4-yl)-methyl)-2-methoxybenzamide. Reactants: [H-].[Na+] (sodium hydride), Cl (hydrochloric acid), FC(C(=O)OC)C (methyl 2-fluoropropionate), C(C)(=O)OC (methyl acetate). Run at temperature 32.5 celsius. Yields the product FC(C(CC(=O)OC)=O)C (methyl 4-fluoro-3-oxopentanoate). The yield is 92.0%. Reaction SMILES: [H-].[Na+].[F:3][CH:4]([CH3:9])[C:5](OC)=[O:6].[C:10]([O:13][CH3:14])(=[O:12])[CH3:11].Cl>>[F:3][CH:4]([CH3:9])[C:5](=[O:6])[CH2:11][C:10]([O:13][CH3:14])=[O:12] |f:0.1|. Reported procedure: To a liquid in which 1.31 g of a 62.8% sodium hydride had been suspended in 10 ml of tetrahydrofaran was added dropwise a mixed solution of 2.00 g of methyl 2-fluoropropionate and 2.10 g of methyl acetate over 10 minutes, and the mixture was then heated at 30 to 35° C. for 4 hours. After completion of the reaction, the reaction mixture was cooled to room temperature, neutralized with 1N-hydrochloric acid, and subjected to liquid separation. When the organic layer was quantitated by the gas chrom... Reactants: CCOC(=O)CP(=O)(OCC)OCC, CN1CCOCC1, [Cl-], [Cl-], [Cl-], [Cl-], O=Cc1ccc([N+](=O)[O-])cc1, C1CCOC1, O, [Ti+4]. Product: CCOC(=O)C(=Cc1ccc([N+](=O)[O-])cc1)P(=O)(OCC)OCC. RXN SMILES: [CH2:17]([CH3:18])[O:19][P:20](=[O:21])([O:22][CH2:23][CH3:24])[CH2:25][C:26](=[O:27])[O:28][CH2:29][CH3:30].[CH3:31][N:32]1[CH2:33][CH2:34][O:35][CH2:36][CH2:37]1.[Cl-:38].[Cl-:39].[Cl-:40].[Cl-:41].[N+:6](=[O:7])([O-:8])[c:9]1[cH:10][cH:11][c:12]([CH:13]=[O:14])[cH:15][cH:16]1.[O:1]1[CH2:2][CH2:3][CH2:4][CH2:5]1.[OH2:43].[Ti+4:42]>>[N+:6](=[O:7])([O-:8])[c:9]1[cH:10][cH:11][c:12]([CH:13]=[C:25]([P:20]([O:19][CH2:17][CH3:18])(=[O:21])[O:22][CH2:23][CH3:24])[C:26](=[O:27])[O:28][CH2:29][CH3:30])[cH:15][cH:16]1. Starting materials: CNCCO (2-methylamino ethanol), ClC=1C=C(C=CC1Cl)S(=O)(=O)Cl (3,4 dichlorophenyl sulfonylchloride). Product: ClC=1C=C(C=CC1Cl)S(=O)(=O)N(CCOS(=O)(=O)C1=CC(=C(C=C1)Cl)Cl)C (3,4-Dichlorobenzenesulfonic Acid 2-((3,4-Dichlorobenzenesulfonyl)-methyl-amino)-ethyl Ester). Reaction SMILES: [CH3:1][NH:2][CH2:3][CH2:4][OH:5].[Cl:6][C:7]1[CH:8]=[C:9]([S:14](Cl)(=[O:16])=[O:15])[CH:10]=[CH:11][C:12]=1[Cl:13]>>[Cl:6][C:7]1[CH:8]=[C:9]([S:14]([N:2]([CH3:1])[CH2:3][CH2:4][O:5][S:14]([C:9]2[CH:10]=[CH:11][C:12]([Cl:13])=[C:7]([Cl:6])[CH:8]=2)(=[O:16])=[O:15])(=[O:16])=[O:15])[CH:10]=[CH:11][C:12]=1[Cl:13]. Procedure details: The title compound was prepared from 2-methylamino ethanol and 3,4 dichlorophenyl sulfonylchloride using the method described in Description 1. Reactants: CC(=O)c1ncc[nH]1, CO, ClCCl, Cl, Cl, CC(C)c1cccc(C2(NCC(O)C(N)Cc3cc(F)cc(F)c3)CCCCC2)c1, [Na+], [OH-]. The product is Cl, CC(=O)NC(Cc1cc(F)cc(F)c1)C(O)CNC1(c2cccc(C(C)C)c2)CCCCC1. Reaction SMILES: [C:33]([CH3:34])(=[O:35])[c:36]1[nH:37][cH:38][cH:39][n:40]1.[CH3:41][OH:42].[Cl:45][CH2:46][Cl:47].[ClH:1].[ClH:2].[NH2:3][CH:4]([CH:5]([CH2:6][NH:7][C:8]1([c:14]2[cH:15][c:16]([CH:20]([CH3:21])[CH3:22])[cH:17][cH:18][cH:19]2)[CH2:9][CH2:10][CH2:11][CH2:12][CH2:13]1)[OH:23])[CH2:24][c:25]1[cH:26][c:27]([F:32])[cH:28][c:29]([F:31])[cH:30]1.[Na+:44].[OH-:43]>>[ClH:1].[NH:3]([CH:4]([CH:5]([CH2:6][NH:7][C:8]1([c:14]2[cH:15][c:16]([CH:20]([CH3:21])[CH3:22])[cH:17][cH:18][cH:19]2)[CH2:9][CH2:10][CH2:11][CH2:12][CH2:13]1)[OH:23])[CH2:24][c:25]1[cH:26][c:27]([F:32])[cH:28][c:29]([F:31])[cH:30]1)[C:33]([CH3:34])=[O:35].